From a dataset of the Open Reaction Database (ORD), a public repository of structured organic reaction records. describe an organic reaction: reactants, conditions, products, and yield The reactants are O (water), IC (Iodomethane), ClC1=CC=C(C=C1)C(C=1N(C(=NN1)S)C)C=1C=C2C(=CC=3N(C2=CC1)N=NN3)C3=CC(=CC=C3)Cl (5-[(4-chlorophenyl)[5-(3-chlorophenyl)tetrazolo[1,5-a]quinolin-7-yl]methyl]-4-methyl4H-1,2,4-triazole-3-thiol), CO[Na].CO (MeONa MeOH). The solvent is CO (methanol). Reaction conditions: time 8 hour. Product: ClC=1C=C(C=CC1)C1=CC=2N(C3=CC=C(C=C13)C(C1=NN=C(N1C)SC)C1=CC=C(C=C1)Cl)N=NN2 (5-(3-chlorophenyl)-7-[(4-chlorophenyl)[4-methyl-5-(methylthio)-4H-1,2,4triazol-3-yl]methyl]-tetrazolo[1,5-a]quinoline). Isolated yield 98.0%. As a reaction SMILES: IC.[Cl:3][C:4]1[CH:9]=[CH:8][C:7]([CH:10]([C:18]2[CH:19]=[C:20]3[C:25](=[CH:26][CH:27]=2)[N:24]2[N:28]=[N:29][N:30]=[C:23]2[CH:22]=[C:21]3[C:31]2[CH:36]=[CH:35][CH:34]=[C:33]([Cl:37])[CH:32]=2)[C:11]2[N:12]([CH3:17])[C:13]([SH:16])=[N:14][N:15]=2)=[CH:6][CH:5]=1.[CH3:38]O[Na].CO.O>CO>[Cl:37][C:33]1[CH:32]=[C:31]([C:21]2[C:20]3[C:25](=[CH:26][CH:27]=[C:18]([CH:10]([C:7]4[CH:8]=[CH:9][C:4]([Cl:3])=[CH:5][CH:6]=4)[C:11]4[N:12]([CH3:17])[C:13]([S:16][CH3:38])=[N:14][N:15]=4)[CH:19]=3)[N:24]3[N:28]=[N:29][N:30]=[C:23]3[CH:22]=2)[CH:36]=[CH:35][CH:34]=1 |f:2.3|. Procedure details: Iodomethane (0.0092 mol) was added to a mixture of intermediate (62) (0.0092 mol) and MeONa/MeOH (0.0092 mol) in methanol (50 ml). The mixture was stirred at room temperature overnight and poured out into water. The precipitate was filtered washed with diethyl ether and dried, yielding 4.8 g (98%) of 5-(3-chlorophenyl)-7-[(4-chlorophenyl)[4-methyl-5-(methylthio)-4H-1,2,4triazol-3-yl]methyl]-tetrazolo[1,5-a]quinoline, MS (ESI) m/z:532, 534, 536 (MH+) (intermediate 63). Reaction SMILES: [NH:1]1[C:10]2[CH2:9][CH2:8][CH2:7][CH2:6][C:5]=2[CH:4]=[CH:3][C:2]1=[O:11].[CH3:12]I>C(Cl)(Cl)Cl>[CH3:12][O:11][C:2]1[CH:3]=[CH:4][C:5]2[CH2:6][CH2:7][CH2:8][CH2:9][C:10]=2[N:1]=1. Reactants: solution, N1C(C=CC=2CCCCC12)=O (5,6,7,8-tetrahydroquinolin-2 (1H)-one), Ag2CO3, CI (MeI), final suspension. Reported procedure: To a 0.33 M solution of 5,6,7,8-tetrahydroquinolin-2 (1H)-one in dry CHCl3 at room temperature was added 1.2 equiv of Ag2CO3 and 6 equiv of MeI. The final suspension was refluxed in the dark for 5 h. After allowing the reaction to cool to room temperature, the suspension was filtered through Celite and concentrated. The crude material was further purified by flash chromatography, eluting with a gradient from 100% hexanes to 10% EtOAc/hexanes to provide the title compound as a colorless oil. The product is COC1=NC=2CCCCC2C=C1 (2-Methoxy-5,6,7,8-tetrahydroquinoline). Solvent: C(Cl)(Cl)Cl (CHCl3). Reactants: Cl.ClC=1C=C(C=NC1OCC(F)(F)F)C(C)N ((+)-1-(5-chloro-6-(2,2,2-trifluoroethoxy)pyridin-3-yl)ethanamine hydrochloride), NC1=NC(=CC(=N1)C(=O)O)C (2-amino-6-methylpyrimidine-4-carboxylic acid). Product: NC1=NC(=CC(=N1)C(=O)NC(C)C=1C=NC(=C(C1)Cl)OCC(F)(F)F)C (2-amino-N-(1-(5-chloro-6-(2,2,2-trifluoroethoxy)pyridin-3-yl)ethyl)-6-methylpyrimidine-4-carboxamide). Yield: 52.0%. As a reaction SMILES: Cl.[Cl:2][C:3]1[CH:4]=[C:5]([CH:15]([NH2:17])[CH3:16])[CH:6]=[N:7][C:8]=1[O:9][CH2:10][C:11]([F:14])([F:13])[F:12].[NH2:18][C:19]1[N:24]=[C:23]([C:25](O)=[O:26])[CH:22]=[C:21]([CH3:28])[N:20]=1>>[NH2:18][C:19]1[N:24]=[C:23]([C:25]([NH:17][CH:15]([C:5]2[CH:6]=[N:7][C:8]([O:9][CH2:10][C:11]([F:12])([F:13])[F:14])=[C:3]([Cl:2])[CH:4]=2)[CH3:16])=[O:26])[CH:22]=[C:21]([CH3:28])[N:20]=1 |f:0.1|. Procedure details: The title compound is prepared in 52% yield (146 mg, clear pale yellow oil) from (+)-1-(5-chloro-6-(2,2,2-trifluoroethoxy)pyridin-3-yl)ethanamine hydrochloride (210 mg, 0.72 mmol, Amine-5, single enantiomer) and 2-amino-6-methylpyrimidine-4-carboxylic acid (110 mg, 0.72 mmol) by the similar manner in Step-1 of Example 8. The reactants are C(C(C)C)C1=CC=C(C=C1)C#C[Si](C)(C)C ([(4-isobutylphenyl)ethynyl](trimethyl)silane), FC(S(=O)(=O)OC1=CC(=C2C=C(COC2=C1)C=O)F)(F)F (5-fluoro-3-formyl-2H-chromen-7-yl trifluoromethanesulfonate). Reagents/catalysts: [Cu](Cl)Cl (copper chloride), C=1C=CC(=CC1)[P](C=2C=CC=CC2)(C=3C=CC=CC3)[Pd]([P](C=4C=CC=CC4)(C=5C=CC=CC5)C=6C=CC=CC6)([P](C=7C=CC=CC7)(C=8C=CC=CC8)C=9C=CC=CC9)[P](C=1C=CC=CC1)(C=1C=CC=CC1)C=1C=CC=CC1 (Pd(PPh3)4). Run in CN(C)C=O (DMF). Reaction conditions: temperature 80 celsius, time 12 hour. Yields the product FC1=C2C=C(COC2=CC(=C1)C#CC1=CC=C(C=C1)CC(C)C)C=O (5-fluoro-7-[(4-isobutylphenyl)ethynyl]-2H-chromene-3-carbaldehyde). The yield is 23.8%. As a reaction SMILES: [CH2:1]([C:5]1[CH:10]=[CH:9][C:8]([C:11]#[C:12][Si](C)(C)C)=[CH:7][CH:6]=1)[CH:2]([CH3:4])[CH3:3].FC(F)(F)S(O[C:23]1[CH:32]=[C:31]2[C:26]([CH:27]=[C:28]([CH:33]=[O:34])[CH2:29][O:30]2)=[C:25]([F:35])[CH:24]=1)(=O)=O>CN(C=O)C.[Cu](Cl)Cl.C1C=CC([P]([Pd]([P](C2C=CC=CC=2)(C2C=CC=CC=2)C2C=CC=CC=2)([P](C2C=CC=CC=2)(C2C=CC=CC=2)C2C=CC=CC=2)[P](C2C=CC=CC=2)(C2C=CC=CC=2)C2C=CC=CC=2)(C2C=CC=CC=2)C2C=CC=CC=2)=CC=1>[F:35][C:25]1[CH:24]=[C:23]([C:12]#[C:11][C:8]2[CH:9]=[CH:10][C:5]([CH2:1][CH:2]([CH3:4])[CH3:3])=[CH:6][CH:7]=2)[CH:32]=[C:31]2[C:26]=1[CH:27]=[C:28]([CH:33]=[O:34])[CH2:29][O:30]2 |^1:49,51,70,89|. Procedure: To a solution of copper chloride (10 mg) and Pd(PPh3)4 (60 mg) in DMF (2 mL) were added [(4-isobutylphenyl)ethynyl](trimethyl)silane (288 mg) and 5-fluoro-3-formyl-2H-chromen-7-yl trifluoromethanesulfonate (340 mg) at room temperature, followed by stirring at 80° C. for 12 hours. The reaction liquid was concentrated and the residue was purified by silica gel column chromatography (CHCl3) to obtain 5-fluoro-7-[(4-isobutylphenyl)ethynyl]-2H-chromene-3-carbaldehyde (83 mg) as a yellow solid. Reactants: N[C@@H]1CN(CC[C@@H]1NC(=O)C=1NC(=C(N1)Cl)CC)C=1SC2=C(N1)C=CC=C2C(=O)OCC (Ethyl cis(±)-2-(3-amino-4-{[(4-chloro-5-ethyl-1H-imidazol-2-yl)carbonyl]amino}piperidin-1-yl)-1,3-benzothiazole-7-carboxylate), C(CC)=O (1-propanal), C(C)(=O)O[BH-](OC(C)=O)OC(C)=O.[Na+] (sodium (triacetoxy)borohydride). The product is ClC=1N=C(NC1CC)C(=O)N[C@@H]1[C@@H](CN(CC1)C=1SC2=C(N1)C=CC=C2C(=O)OCC)NCCC (Ethyl cis(±)-2-[4-{[(4-chloro-5-ethyl-1H-imidazol-2-yl)carbonyl]amino}-3-(propylamino)piperidin-1-yl]-1,3-benzothiazole-7-carboxylate). The yield is 76.8%. As a reaction SMILES: [NH2:1][C@H:2]1[C@@H:7]([NH:8][C:9]([C:11]2[NH:12][C:13]([CH2:17][CH3:18])=[C:14]([Cl:16])[N:15]=2)=[O:10])[CH2:6][CH2:5][N:4]([C:19]2[S:20][C:21]3[C:27]([C:28]([O:30][CH2:31][CH3:32])=[O:29])=[CH:26][CH:25]=[CH:24][C:22]=3[N:23]=2)[CH2:3]1.[CH:33](=O)[CH2:34][CH3:35].C(O[BH-](OC(=O)C)OC(=O)C)(=O)C.[Na+]>>[Cl:16][C:14]1[N:15]=[C:11]([C:9]([NH:8][C@H:7]2[CH2:6][CH2:5][N:4]([C:19]3[S:20][C:21]4[C:27]([C:28]([O:30][CH2:31][CH3:32])=[O:29])=[CH:26][CH:25]=[CH:24][C:22]=4[N:23]=3)[CH2:3][C@H:2]2[NH:1][CH2:33][CH2:34][CH3:35])=[O:10])[NH:12][C:13]=1[CH2:17][CH3:18] |f:2.3|. Procedure details: The same operation as in Example (77d) was performed using ethyl cis(±)-2-(3-amino-4-{[(4-chloro-5-ethyl-1H-imidazol-2-yl)carbonyl]amino}piperidin-1-yl)-1,3-benzothiazole-7-carboxylate obtained in Example (81e) (38 mg, 0.080 mmol), 1-propanal (7 μL, 0.097 mmol) and sodium (triacetoxy)borohydride (80 mg, 0.38 mmol), to obtain 31.9 mg of the title compound as a white solid (77%).